From a dataset of the Open Reaction Database (ORD), a public repository of structured organic reaction records. describe an organic reaction: reactants, conditions, products, and yield Starting materials: O=C([O-])O, C=CCc1cccc(Cl)c1C=O, CO, Cl, NO, [Na+], O. Yields the product C=CCc1cccc(Cl)c1C=NO. Reaction SMILES: [C:1](=[O:2])([OH:3])[O-:4].[CH2:9]([CH:10]=[CH2:11])[c:12]1[c:13]([CH:14]=[O:15])[c:16]([Cl:20])[cH:17][cH:18][cH:19]1.[CH3:22][OH:23].[ClH:6].[NH2:7][OH:8].[Na+:5].[OH2:21]>>[N:7]([OH:8])=[CH:14][c:13]1[c:12]([CH2:9][CH:10]=[CH2:11])[cH:19][cH:18][cH:17][c:16]1[Cl:20]. Starting materials: N1C(=CC2=CC=CC=C12)C(=O)O (indole-2-carboxylic acid), Cl.CN(CCCN=C=NCC)C (1-(3-dimethylaminopropyl)-3-ethylcarbodiimide hydrochloride), N12CCCCCC2=NCCC1 (1,8-Diazabicyclo[5.4.0]undec-7-ene), Cl.NCC1=C2C(N(C(C2=CC=C1)=O)C1C(NC(CC1)=O)=O)=O (4-aminomethyl-2-(2,6-dioxo-piperidin-3-yl)-isoindole-1,3-dione hydrochloride). Run in CN(C)C=O (DMF), O (water). Run at time 10 minute. The product is O=C1NC(CCC1N1C(C2=CC=CC(=C2C1=O)CNC(=O)C=1NC2=CC=CC=C2C1)=O)=O (1H-indole-2-carboxylic acid [2-(2,6-dioxo-piperidin-3-yl)-1,3-dioxo-2,3-dihydro-1H-isoindol-4-ylmethyl]-amide). The yield is 69.7%. RXN SMILES: N12CCCN=C1CCCCC2.Cl.[NH2:13][CH2:14][C:15]1[CH:23]=[CH:22][CH:21]=[C:20]2[C:16]=1[C:17](=[O:33])[N:18]([CH:25]1[CH2:30][CH2:29][C:28](=[O:31])[NH:27][C:26]1=[O:32])[C:19]2=[O:24].[NH:34]1[C:42]2[C:37](=[CH:38][CH:39]=[CH:40][CH:41]=2)[CH:36]=[C:35]1[C:43](O)=[O:44].Cl.CN(C)CCCN=C=NCC>CN(C=O)C.O>[O:32]=[C:26]1[CH:25]([N:18]2[C:17](=[O:33])[C:16]3[C:20](=[CH:21][CH:22]=[CH:23][C:15]=3[CH2:14][NH:13][C:43]([C:35]3[NH:34][C:42]4[C:37]([CH:36]=3)=[CH:38][CH:39]=[CH:40][CH:41]=4)=[O:44])[C:19]2=[O:24])[CH2:30][CH2:29][C:28](=[O:31])[NH:27]1 |f:1.2,4.5|. Procedure: 1,8-Diazabicyclo[5.4.0]undec-7-ene (0.8 g, 5.0 mmol) was added to a stirred suspension of 4-aminomethyl-2-(2,6-dioxo-piperidin-3-yl)-isoindole-1,3-dione hydrochloride (0.7 g, 2.0 mmol) in DMF (30 mL). After stirring for 10 minutes, 1-hydroxybenzenetriazole (0.3 g, 2.4 mmol) and indole-2-carboxylic acid (0.4 g, 2.2 mmol) were added. The reaction was initiated by adding 1-(3-dimethylaminopropyl)-3-ethylcarbodiimide hydrochloride (0.6 g, 3.0 mmol) and stirred at room temperature overnight. The mixt...